Task: describe an organic reaction: reactants, conditions, products, and yield. Dataset: the Open Reaction Database (ORD), a public repository of structured organic reaction records The reactants are FC(C(=O)O)(F)F.C(C)S(=O)(=O)N1CCC(CC1)C1=CNC2=C(C=C(C=C12)C1=CC(=CC(=C1)CNC)F)C(=O)N (3-[1-(ethylsulfonyl)-4-piperidinyl]-5-{3-fluoro-5-[(methylamino)methyl]phenyl}-1H-indole-7-carboxamide trifluoroacetate), CN (methanamine). Product: FC(C(=O)O)(F)F.C(C)S(=O)(=O)N1CCC(CC1)C1=CNC2=C(C=C(C=C12)C1=CC(=CC(=C1)CN1CCOCC1)F)C(=O)N (3-[1-(ethylsulfonyl)-4-piperidinyl]-5-[3-fluoro-5-(4-morpholinylmethyl)phenyl]-1H-indole-7-carboxamide trifluoroacetate). The yield is 50.9%. RXN SMILES: [F:1][C:2]([F:7])([F:6])[C:3]([OH:5])=[O:4].[CH2:8]([S:10]([N:13]1[CH2:18][CH2:17][CH:16]([C:19]2[C:27]3[C:22](=[C:23]([C:38]([NH2:40])=[O:39])[CH:24]=[C:25]([C:28]4[CH:33]=[C:32]([CH2:34][NH:35][CH3:36])[CH:31]=[C:30]([F:37])[CH:29]=4)[CH:26]=3)[NH:21][CH:20]=2)[CH2:15][CH2:14]1)(=[O:12])=[O:11])[CH3:9].[CH3:41]N>>[F:1][C:2]([F:7])([F:6])[C:3]([OH:5])=[O:4].[CH2:8]([S:10]([N:13]1[CH2:18][CH2:17][CH:16]([C:19]2[C:27]3[C:22](=[C:23]([C:38]([NH2:40])=[O:39])[CH:24]=[C:25]([C:28]4[CH:33]=[C:32]([CH2:34][N:35]5[CH2:2][CH2:3][O:5][CH2:41][CH2:36]5)[CH:31]=[C:30]([F:37])[CH:29]=4)[CH:26]=3)[NH:21][CH:20]=2)[CH2:15][CH2:14]1)(=[O:11])=[O:12])[CH3:9] |f:0.1,3.4|. Procedure details: The title compound was prepared according to the general procedure of 3-[1-(ethylsulfonyl)-4-piperidinyl]-5-{3-fluoro-5-[(methylamino)methyl]phenyl}-1H-indole-7-carboxamide trifluoroacetate, substituting morpholine (22 mg, 0.42 mmol) for methanamine to afford 22.9 mg of the title compound (50.9%). The reactants are BrCCBr, O=C([O-])[O-], CN(C)C=O, CCCNC(=O)Nc1ccc(Oc2ccnc3cc(O)c(OC)cc23)cc1Cl, [K+], [K+], O. The product is CCCNC(=O)Nc1ccc(Oc2ccnc3cc(OCCBr)c(OC)cc23)cc1Cl. Reaction SMILES: [Br:35][CH2:36][CH2:37][Br:38].[C:29](=[O:30])([O-:31])[O-:32].[CH3:40][N:41]([CH3:42])[CH:43]=[O:44].[Cl:1][c:2]1[c:3]([NH:22][C:23](=[O:24])[NH:25][CH2:26][CH2:27][CH3:28])[cH:4][cH:5][c:6]([O:8][c:9]2[cH:10][cH:11][n:12][c:13]3[cH:14][c:15]([OH:21])[c:16]([O:19][CH3:20])[cH:17][c:18]23)[cH:7]1.[K+:33].[K+:34].[OH2:39]>>[Cl:1][c:2]1[c:3]([NH:22][C:23](=[O:24])[NH:25][CH2:26][CH2:27][CH3:28])[cH:4][cH:5][c:6]([O:8][c:9]2[cH:10][cH:11][n:12][c:13]3[cH:14][c:15]([O:21][CH2:37][CH2:36][Br:35])[c:16]([O:19][CH3:20])[cH:17][c:18]23)[cH:7]1.